Dataset: the Open Reaction Database (ORD), a public repository of structured organic reaction records. Task: describe an organic reaction: reactants, conditions, products, and yield The reactants are C(C)(=O)OCC1=C(C=C(C=C1N1C(C=2C=C3CCCCN3C2CC1)=O)F)C1=CN(C(C(=C1)NC1=NC=C(C=C1)N1C(CN(CC1)C1COC1)CC)=O)C (2-(5-(5-(2-Ethyl-4-(oxetan-3-yl)piperazin-1-yl)pyridin-2-ylamino)-1-methyl-6-oxo-1,6-dihydropyridin-3-yl)-4-fluoro-6-(1-oxo-3,4,6,7,8,9-hexahydropyrido[3,4-b]indolizin-2(1H)-yl)benzyl Acetate), [OH-].[Li+] (lithium hydroxide). The solvent is C(C)(C)O.C1CCOC1 (i-propanol THF), O (water). Run at temperature 30 celsius, time 1 hour. Product: C(C)[C@@H]1N(CCN(C1)C1COC1)C=1C=CC(=NC1)NC1=CC(=CN(C1=O)C)C=1C(=C(C=C(C1)F)N1C(C=2C=C3CCCCN3C2CC1)=O)CO ((S)-2-(3-(5-(5-(2-ethyl-4-(oxetan-3-yl)piperazin-1-yl)pyridin-2-ylamino)-1-methyl-6-oxo-1,6-dihydropyridin-3-yl)-5-fluoro-2-(hydroxymethyl)phenyl)-3,4,6,7,8,9-hexahydropyrido[3,4-b]indolizin-1(2H)-one). The yield is 39.1%. RXN SMILES: C([O:4][CH2:5][C:6]1[C:11]([N:12]2[CH2:24][CH2:23][C:22]3[N:21]4[C:16]([CH2:17][CH2:18][CH2:19][CH2:20]4)=[CH:15][C:14]=3[C:13]2=[O:25])=[CH:10][C:9]([F:26])=[CH:8][C:7]=1[C:27]1[CH:32]=[C:31]([NH:33][C:34]2[CH:39]=[CH:38][C:37]([N:40]3[CH2:45][CH2:44][N:43]([CH:46]4[CH2:49][O:48][CH2:47]4)[CH2:42][CH:41]3[CH2:50][CH3:51])=[CH:36][N:35]=2)[C:30](=[O:52])[N:29]([CH3:53])[CH:28]=1)(=O)C.[OH-].[Li+]>C(O)(C)C.C1COCC1.O>[CH2:50]([C@H:41]1[CH2:42][N:43]([CH:46]2[CH2:47][O:48][CH2:49]2)[CH2:44][CH2:45][N:40]1[C:37]1[CH:38]=[CH:39][C:34]([NH:33][C:31]2[C:30](=[O:52])[N:29]([CH3:53])[CH:28]=[C:27]([C:7]3[C:6]([CH2:5][OH:4])=[C:11]([N:12]4[CH2:24][CH2:23][C:22]5[N:21]6[C:16]([CH2:17][CH2:18][CH2:19][CH2:20]6)=[CH:15][C:14]=5[C:13]4=[O:25])[CH:10]=[C:9]([F:26])[CH:8]=3)[CH:32]=2)=[N:35][CH:36]=1)[CH3:51] |f:1.2,3.4|. Reported procedure: A mixture of 123a (105 mg, 0.15 mmol) and lithium hydroxide (36 mg, 1.5 mmol) in i-propanol/THF (1:1, 4 mL) and water (1 mL) was stirred at 30° C. for 1 h. The mixture was evaporated under reduced pressure and the residue was extracted with ethyl acetate (2×10 mL). The combined ethyl acetate extract was concentrated under reduced pressure and the residue was purified by reverse-phase prep-HPLC to afford 123 (40 mg, 40%) as a pale pink solid. MS: [M+H]+ 682.3. 1H NMR (500 M, CHCl3) δ 8.55 (s, 1H)... As a reaction SMILES: [Cl:1][C:2]1[CH:7]=[CH:6][C:5]([C:8]2[N:16]([C@@H:17]([CH3:21])[C:18](O)=[O:19])[C:11]3=[N:12][CH:13]=[CH:14][CH:15]=[C:10]3[N:9]=2)=[CH:4][CH:3]=1.C(N1C=CN=C1)([N:24]1C=CN=C1)=O.N>O1CCCC1>[Cl:1][C:2]1[CH:7]=[CH:6][C:5]([C:8]2[N:16]([C@@H:17]([CH3:21])[C:18]([NH2:24])=[O:19])[C:11]3=[N:12][CH:13]=[CH:14][CH:15]=[C:10]3[N:9]=2)=[CH:4][CH:3]=1. Solvent: O1CCCC1 (tetrahydrofuran). The reactants are ClC1=CC=C(C=C1)C1=NC=2C(=NC=CC2)N1[C@H](C(=O)O)C ((S)-2-(4-Chlorophenyl)-α-methyl-3H-imidazo[4,5-b]pyridine-3-acetic acid), C(=O)(N1C=NC=C1)N1C=NC=C1 (1,1'-carbonyldiimidazole), N (ammonia). Procedure: A mixture of (S)-2-(4-Chlorophenyl)-α-methyl-3H-imidazo[4,5-b]pyridine-3-acetic acid (3.65 g, 0.012 mole) and 1,1'-carbonyldiimidazole (1.96 g, 0.0121 mole) was stirred at room temperature in dry tetrahydrofuran (100 ml) for 2.5 hours with a stream of nitrogen bubbling through it. The reaction mixture was cooled in a dry ice/acetone bath, liquid ammonia (50 ml) was added, the mixture was allowed to warm to room temperature and was stirred overnight under nitrogen. The solvents were removed under... Yields the product ClC1=CC=C(C=C1)C1=NC=2C(=NC=CC2)N1[C@H](C(=O)N)C ((S)-2-(4-Chlorophenyl)-α-methyl-3H-imidazo[4,5-b]pyridine-3-acetamide). Reaction conditions: time 8 hour. Yield: 90.9%. Starting materials: C(C)(C)(C)OC(=O)N1CC(CC1)N(CC(C)C)CC1=CC=C(C=C1)Cl (3-[(4-chloro-benzyl)-isobutyl-amino]-pyrrolidine-1-carboxylic acid tert-butyl ester), FC(C(=O)O)(F)F (trifluoroacetic acid). Run in ClCCl (dichloromethane). Conditions: time 2 hour. The product is ClC1=CC=C(CN(C2CNCC2)CC(C)C)C=C1 ((4-Chloro-benzyl)-isobutyl-pyrrolidin-3-yl-amine). Reaction SMILES: C(OC([N:8]1[CH2:12][CH2:11][CH:10]([N:13]([CH2:18][C:19]2[CH:24]=[CH:23][C:22]([Cl:25])=[CH:21][CH:20]=2)[CH2:14][CH:15]([CH3:17])[CH3:16])[CH2:9]1)=O)(C)(C)C.FC(F)(F)C(O)=O>ClCCl>[Cl:25][C:22]1[CH:23]=[CH:24][C:19]([CH2:18][N:13]([CH2:14][CH:15]([CH3:17])[CH3:16])[CH:10]2[CH2:11][CH2:12][NH:8][CH2:9]2)=[CH:20][CH:21]=1. Reported procedure: To a solution of 3-[(4-chloro-benzyl)-isobutyl-amino]-pyrrolidine-1-carboxylic acid tert-butyl ester in dichloromethane cooled at 0° C. was added trifluoroacetic acid (20%) and warmed to room temperature and stirred for 2 h. The reaction mixture was concentrated in vacuo, diluted with ethyl acetate and free based with 10% aqueous sodium bicarbonate. The combined organics were dried over sodium sulfate and concentrated. The product was used without any further purification. Starting materials: O=C(Nc1cnc(Br)cn1)c1c(F)cccc1F, CC#N, Cc1cc2c(cc1B1OC(C)(C)C(C)(C)O1)OC(F)(F)O2, [K+], [K+], [K+], C1COCCO1, O, O=P([O-])([O-])[O-]. The product is Cc1cc2c(cc1-c1cnc(NC(=O)c3c(F)cccc3F)cn1)OC(F)(F)O2. As a reaction SMILES: [Br:1][c:2]1[n:3][cH:4][c:5]([NH:8][C:9]([c:10]2[c:11]([F:17])[cH:12][cH:13][cH:14][c:15]2[F:16])=[O:18])[n:6][cH:7]1.[C:49](#[N:50])[CH3:51].[F:19][C:20]1([F:39])[O:21][c:22]2[c:23]([cH:25][c:26]([CH3:38])[c:27]([B:29]3[O:30][C:31]([CH3:32])([CH3:33])[C:34]([CH3:35])([CH3:36])[O:37]3)[cH:28]2)[O:24]1.[K+:45].[K+:46].[K+:47].[O:52]1[CH2:53][CH2:54][O:55][CH2:56][CH2:57]1.[OH2:48].[P:40]([O-:41])([O-:42])([O-:43])=[O:44]>>[c:2]1(-[c:27]2[c:26]([CH3:38])[cH:25][c:23]3[c:22]([cH:28]2)[O:21][C:20]([F:19])([F:39])[O:24]3)[n:3][cH:4][c:5]([NH:8][C:9]([c:10]2[c:11]([F:17])[cH:12][cH:13][cH:14][c:15]2[F:16])=[O:18])[n:6][cH:7]1. Starting materials: C(C)(=O)OC=O (formic acid-acetic anhydride), O[C@H]1[C@@H](CC2=CC(=C(C=C12)OC)OC)CN1CCC2(C(NCN2C2=CC=CC=C2)=O)CC1 (trans-8-[(2,3-dihydro-1-hydroxy-5,6-dimethoxy-1H-inden-2-yl)methyl]-1-phenyl-1,3,8-triazaspiro[4.5]decan-4-one). Run at time 12 day. The product is C(=O)O[C@H]1[C@@H](CC2=CC(=C(C=C12)OC)OC)CN1CCC2(C(NCN2C2=CC=CC=C2)=O)CC1 (trans-8-[[2,3-Dihydro-1-(formyloxy)-5,6-dimethoxy-1H-inden-2-yl]methyl]-1-phenyl-1,3,8-triazaspiro[4.5]decan-4-one). RXN SMILES: [C:1](OC=O)(=[O:3])C.[OH:7][C@@H:8]1[C:16]2[C:11](=[CH:12][C:13]([O:19][CH3:20])=[C:14]([O:17][CH3:18])[CH:15]=2)[CH2:10][C@H:9]1[CH2:21][N:22]1[CH2:38][CH2:37][C:25]2([N:29]([C:30]3[CH:35]=[CH:34][CH:33]=[CH:32][CH:31]=3)[CH2:28][NH:27][C:26]2=[O:36])[CH2:24][CH2:23]1>>[CH:1]([O:7][C@@H:8]1[C:16]2[C:11](=[CH:12][C:13]([O:19][CH3:20])=[C:14]([O:17][CH3:18])[CH:15]=2)[CH2:10][C@H:9]1[CH2:21][N:22]1[CH2:23][CH2:24][C:25]2([N:29]([C:30]3[CH:35]=[CH:34][CH:33]=[CH:32][CH:31]=3)[CH2:28][NH:27][C:26]2=[O:36])[CH2:37][CH2:38]1)=[O:3]. Reported procedure: To 0.11 mole of a stirred formic acid-acetic anhydride mixture (prepared as described in Rec. Trav. Chem., 83, 1287 (1964) is added 0.10 mole of trans-8-[(2,3-dihydro-1-hydroxy-5,6-dimethoxy-1H-inden-2-yl)methyl]-1-phenyl-1,3,8-triazaspiro[4.5]decan-4-one. The temperature of the reaction mixture is maintained below 20° C and stirring is continued for 12 days under argon. The reaction mixture is then poured, with stirring, into excess ice-cold aqueous sodium bicarbonate, extracted with ether and ... Starting materials: BrC1=C(CNCC)C=C(C=C1)C(F)(F)F ((2-bromo-5-trifluoromethyl-benzyl)-ethyl-amine), C(C)(=O)Cl (acetyl chloride). The product is BrC1=C(CN(C(C)=O)CC)C=C(C=C1)C(F)(F)F (N-(2-Bromo-5-trifluoromethyl-benzyl)-N-ethyl-acetamide). RXN SMILES: [Br:1][C:2]1[CH:11]=[CH:10][C:9]([C:12]([F:15])([F:14])[F:13])=[CH:8][C:3]=1[CH2:4][NH:5][CH2:6][CH3:7].[C:16](Cl)(=[O:18])[CH3:17]>>[Br:1][C:2]1[CH:11]=[CH:10][C:9]([C:12]([F:13])([F:14])[F:15])=[CH:8][C:3]=1[CH2:4][N:5]([CH2:6][CH3:7])[C:16](=[O:18])[CH3:17]. Reported procedure: Prepared according to the procedure described in Example 1, Step 6, using the following starting materials: (2-bromo-5-trifluoromethyl-benzyl)-ethyl-amine and acetyl chloride. Reactants: O=C1C(=NC=CN1C1C=CC(C1)COC(C1=CC=CC=C1)(C1=CC=CC=C1)C1=CC=CC=C1)C(=O)OC (methyl 3-oxo-4-{4-[(trityloxy)methyl]-2-cyclopenten-1-yl}-3,4-dihydro-2-pyrazinecarboxylate). Solvent: O (water), aqueous solution, C(C)(=O)O (acetic acid). Reaction conditions: temperature 80 celsius. Product: OCC1C=CC(C1)N1C(C(=NC=C1)C(=O)OC)=O (methyl 4-[4-(hydroxymethyl)-2-cyclopenten-1-yl]-3-oxo-3,4-dihydro-2-pyrazinecarboxylate). Yield: 75.8%. Reaction SMILES: [O:1]=[C:2]1[N:7]([CH:8]2[CH2:12][CH:11]([CH2:13][O:14]C(C3C=CC=CC=3)(C3C=CC=CC=3)C3C=CC=CC=3)[CH:10]=[CH:9]2)[CH:6]=[CH:5][N:4]=[C:3]1[C:34]([O:36][CH3:37])=[O:35]>C(O)(=O)C.O>[OH:14][CH2:13][CH:11]1[CH2:12][CH:8]([N:7]2[CH:6]=[CH:5][N:4]=[C:3]([C:34]([O:36][CH3:37])=[O:35])[C:2]2=[O:1])[CH:9]=[CH:10]1. Procedure: In 2.0 mL of 80% aqueous solution of acetic acid was dissolved 0.20 g of methyl 3-oxo-4-{4-[(trityloxy)methyl]-2-cyclopenten-1-yl}-3,4-dihydro-2-pyrazinecarboxylate, and the solution thus obtained was heated at 80° C. for one hour. The reaction mixture was allowed to cool and diluted with 10 mL of water, the deposited precipitate was filtered off, and the filtrate was concentrated under reduced pressure. The residue was purified by column chromatography [eluent: ethyl acetate] to obtain 77 mg of... The reactants are C12C(CCC(C1(C)C)C2)C.C(C)(=O)O.O(O)O (pinane keto-alcohol acetate). The solvent is C(Cl)(Cl)Cl (CHCl3). Product: C(C)(=O)O.C12(C(CCC(C1(C)C)C2)(C)O)O (Pinanediol Acetate). RXN SMILES: [CH:1]12[CH2:9][CH:5]([C:6]1([CH3:8])[CH3:7])C[CH2:3][CH:2]2C.[C:11]([OH:14])(=[O:13])[CH3:12].[O:15](O)O>C(Cl)(Cl)Cl>[C:11]([OH:14])(=[O:13])[CH3:12].[C:5]12([OH:15])[CH2:9][CH:1]([C:6]1([CH3:8])[CH3:7])[CH2:2][CH2:3][C:11]2([OH:14])[CH3:12] |f:0.1.2,4.5|. Procedure: The mixture was extracted with 50% EtOAc/hexanes two times. The combined organic extract was washed with 10% NaHSO3 solution and water, dried over anhydrous Na2SO4 and concentrated to afford the crude product as a tan oil (2.85 g). The pinanediol acetate 3 was purified by silica gel chromatography, eluting with 5˜50% EtOAc/hex, to yield a nearly colorless oil (2.03 g, 84%) containing a small amount of a less polar pinane-keto-alcohol acetate byproduct. IR (CHCl3): 3450, 3000, 2927, 2870, 1730, 1... Reactants: [OH-].[Na+] (sodium hydroxide), 40, C(C)N(C=1C=C(CCC#N)C=CC1)CC (3-diethylamino-hydrocinnamonitrile), Be sulphuric acid. Solvent: O (water). Conditions: temperature 60 celsius. Yields the product C(C)N(C=1C=C(CCC(=O)N)C=CC1)CC (3-diethylamino-hydrocinnamamide). Reaction SMILES: [CH2:1]([N:3]([CH2:14][CH3:15])[C:4]1[CH:5]=[C:6]([CH:11]=[CH:12][CH:13]=1)[CH2:7][CH2:8][C:9]#[N:10])[CH3:2].[OH-:16].[Na+]>O>[CH2:14]([N:3]([CH2:1][CH3:2])[C:4]1[CH:5]=[C:6]([CH:11]=[CH:12][CH:13]=1)[CH2:7][CH2:8][C:9]([NH2:10])=[O:16])[CH3:15] |f:1.2|. Procedure: A mixture of 40 parts of 3-diethylamino-hydrocinnamonitrile, 34 parts by volume of 66° Be sulphuric acid and 6 parts of water was heated at 100°-105° C. for an hour. The reaction mixture was then left to cool to about 60° C., then poured on 500 parts of ice. It was neutralized by addition of about 160 parts by volume of a 35° Be solution of sodium hydroxide, while assuring that the temperature of the mixture did not exceed 20° C. After filtering and washing with water, 3-diethylamino-hydrocinnam... Starting materials: O=C(NCC(F)(F)F)C1(CCCCBr)c2ccccc2Oc2ccccc21, c1ccc2nc(N3CCNCC3)ccc2c1. Yields the product O=C(NCC(F)(F)F)C1(CCCCN2CCN(c3ccc4ccccc4n3)CC2)c2ccccc2Oc2ccccc21. Reaction SMILES: [F:1][C:2]([CH2:3][NH:4][C:5](=[O:6])[C:7]1([CH2:21][CH2:22][CH2:23][CH2:24][Br:25])[c:8]2[cH:9][cH:10][cH:11][cH:12][c:13]2[O:14][c:15]2[cH:16][cH:17][cH:18][cH:19][c:20]21)([F:26])[F:27].[N:28]1([c:34]2[n:35][c:36]3[cH:37][cH:38][cH:39][cH:40][c:41]3[cH:42][cH:43]2)[CH2:29][CH2:30][NH:31][CH2:32][CH2:33]1>>[F:1][C:2]([CH2:3][NH:4][C:5](=[O:6])[C:7]1([CH2:21][CH2:22][CH2:23][CH2:24][N:31]2[CH2:30][CH2:29][N:28]([c:34]3[n:35][c:36]4[cH:37][cH:38][cH:39][cH:40][c:41]4[cH:42][cH:43]3)[CH2:33][CH2:32]2)[c:8]2[cH:9][cH:10][cH:11][cH:12][c:13]2[O:14][c:15]2[cH:16][cH:17][cH:18][cH:19][c:20]21)([F:26])[F:27].